Dataset: the Open Reaction Database (ORD), a public repository of structured organic reaction records. Task: describe an organic reaction: reactants, conditions, products, and yield Starting materials: O=C(c1ccc(Br)nc1)c1c[nH]c2ncccc12, O=C([O-])[O-], Cc1ccccc1, [Cs+], [Cs+], NC(=O)c1ccc(C(F)(F)F)cc1, O=C(C=Cc1ccccc1)C=Cc1ccccc1, O=C(C=Cc1ccccc1)C=Cc1ccccc1, O=C(C=Cc1ccccc1)C=Cc1ccccc1, [Pd], [Pd]. Product: O=C(Nc1ccc(C(=O)c2c[nH]c3ncccc23)cn1)c1ccc(C(F)(F)F)cc1. RXN SMILES: [Br:1][c:2]1[cH:3][cH:4][c:5]([C:8](=[O:9])[c:10]2[cH:11][nH:12][c:13]3[n:14][cH:15][cH:16][cH:17][c:18]23)[cH:6][n:7]1.[C:32](=[O:33])([O-:34])[O-:35].[CH3:38][c:39]1[cH:40][cH:41][cH:42][cH:43][cH:44]1.[Cs+:36].[Cs+:37].[F:19][C:20]([c:21]1[cH:22][cH:23][c:24]([C:25](=[O:26])[NH2:27])[cH:28][cH:29]1)([F:30])[F:31].[O:47]=[C:48]([CH:49]=[CH:50][c:51]1[cH:52][cH:53][cH:54][cH:55][cH:56]1)[CH:57]=[CH:58][c:59]1[cH:60][cH:61][cH:62][cH:63][cH:64]1.[O:65]=[C:66]([CH:67]=[CH:68][c:69]1[cH:70][cH:71][cH:72][cH:73][cH:74]1)[CH:75]=[CH:76][c:77]1[cH:78][cH:79][cH:80][cH:81][cH:82]1.[O:83]=[C:84]([CH:85]=[CH:86][c:87]1[cH:88][cH:89][cH:90][cH:91][cH:92]1)[CH:93]=[CH:94][c:95]1[cH:96][cH:97][cH:98][cH:99][cH:100]1.[Pd:45].[Pd:46]>>[c:2]1([NH:27][C:25]([c:24]2[cH:23][cH:22][c:21]([C:20]([F:19])([F:30])[F:31])[cH:29][cH:28]2)=[O:26])[cH:3][cH:4][c:5]([C:8](=[O:9])[c:10]2[cH:11][nH:12][c:13]3[n:14][cH:15][cH:16][cH:17][c:18]23)[cH:6][n:7]1. Starting materials: C(C)(C)OC1=CC=C(C=C1)C1=CC(=CC=C1)C1NC2=CC=C(C=C2CC1(C)C)C(=O)O (2-(4′-isopropoxy-biphenyl-3-yl)-3,3-dimethyl-1,2,3,4-tetrahydro-quinoline-6-carboxylic acid), 1-3-dimethylaminopropyl-3-ethylcarbodiimide hydrochloride, C1(CC1)S(=O)(=O)N (cyclopropane sulfonamide). Reagents/catalysts: CN(C1=CC=NC=C1)C (4-dimethylaminopyridine). Solvent: ClCCl (dichloromethane). Yields the product C(C)(C)OC1=CC=C(C=C1)C1=CC(=CC=C1)C1NC2=CC=C(C=C2CC1(C)C)C(=O)NS(=O)(=O)C1CC1 (cyclopropanesulfonic acid [2-(4′-isopropoxy-biphenyl-3-yl)-3,3-dimethyl-1,2,3,4-tetrahydro-quinoline-6-carbonyl]-amide). Isolated yield 21.9%. RXN SMILES: [CH:1]([O:4][C:5]1[CH:10]=[CH:9][C:8]([C:11]2[CH:16]=[CH:15][CH:14]=[C:13]([CH:17]3[C:26]([CH3:28])([CH3:27])[CH2:25][C:24]4[C:19](=[CH:20][CH:21]=[C:22]([C:29](O)=[O:30])[CH:23]=4)[NH:18]3)[CH:12]=2)=[CH:7][CH:6]=1)([CH3:3])[CH3:2].[CH:32]1([S:35]([NH2:38])(=[O:37])=[O:36])[CH2:34][CH2:33]1>CN(C)C1C=CN=CC=1.ClCCl>[CH:1]([O:4][C:5]1[CH:6]=[CH:7][C:8]([C:11]2[CH:16]=[CH:15][CH:14]=[C:13]([CH:17]3[C:26]([CH3:27])([CH3:28])[CH2:25][C:24]4[C:19](=[CH:20][CH:21]=[C:22]([C:29]([NH:38][S:35]([CH:32]5[CH2:34][CH2:33]5)(=[O:37])=[O:36])=[O:30])[CH:23]=4)[NH:18]3)[CH:12]=2)=[CH:9][CH:10]=1)([CH3:2])[CH3:3]. Procedure: A mixture of 2-(4′-isopropoxy-biphenyl-3-yl)-3,3-dimethyl-1,2,3,4-tetrahydro-quinoline-6-carboxylic acid (90 mg, 0.22 mmol), 1-3-dimethylaminopropyl-3-ethylcarbodiimide hydrochloride (63 mg, 0.33 mmol), 4-dimethylaminopyridine (40 mg, 0.33 mmol), cyclopropane sulfonamide (80 mg, 0.66 mmol) in dichloromethane (10 mL) was refluxed for 12 hours. Removal of the solvent afforded an oil residue. Purification by Waters automated flash system (column: Xterra 30 mm×100 mm, sample manager 2767, pump 2525,... Reactants: [BH4-], COC(=O)C(CNC(=O)OC(C)(C)C)NC(=O)OCc1ccccc1, CCOC(C)=O, [Li+], C1CCOC1, O. Yields the product CC(C)(C)OC(=O)NCC(CO)NC(=O)OCc1ccccc1. As a reaction SMILES: [BH4-:26].[CH2:1]([c:2]1[cH:3][cH:4][cH:5][cH:6][cH:7]1)[O:8][C:9](=[O:10])[NH:11][CH:12]([C:13](=[O:14])[O:15][CH3:16])[CH2:17][NH:18][C:19](=[O:20])[O:21][C:22]([CH3:23])([CH3:24])[CH3:25].[CH3:34][CH2:35][O:36][C:37](=[O:38])[CH3:39].[Li+:27].[O:29]1[CH2:30][CH2:31][CH2:32][CH2:33]1.[OH2:28]>>[CH2:1]([c:2]1[cH:3][cH:4][cH:5][cH:6][cH:7]1)[O:8][C:9](=[O:10])[NH:11][CH:12]([CH2:13][OH:14])[CH2:17][NH:18][C:19](=[O:20])[O:21][C:22]([CH3:23])([CH3:24])[CH3:25].